Dataset: the Open Reaction Database (ORD), a public repository of structured organic reaction records. Task: describe an organic reaction: reactants, conditions, products, and yield RXN SMILES: [CH3:1][O:2][C:3]1[CH:12]=[CH:11][CH:10]=[C:9]2[C:4]=1[CH2:5][CH2:6][CH2:7][C:8]2=[O:13].[N-:14]=[N+]=[N-].[Na+]>>[CH3:1][O:2][C:3]1[C:4]2[CH2:5][CH2:6][CH2:7][C:8](=[O:13])[NH:14][C:9]=2[CH:10]=[CH:11][CH:12]=1 |f:1.2|. Yield: 75.4%. Procedure: To a solution of 5-methoxy-3,4-dihydronaphthalen-1(2H)-one (8.3 g, 47.15 mmol) in polyphosphoric acid (100 mL) was added sodium azide (3.6 g, 55.4 mmol) in small portions at 0° C. within 30 minutes. Then the mixture was slowly warmed to room temperature and stirred for another 16 hours, and then poured into ice-water. The precipitate was collected and dried to afford the product 6-methoxy-4,5-dihydro-1H-benzo[b]azepin-2(3H)-one as a white solid (6.8 g, yield 75.5%). 1H NMR (400 MHz, DMSO-d6) δ p... Yields the product COC1=CC=CC=2NC(CCCC21)=O (6-methoxy-4,5-dihydro-1H-benzo[b]azepin-2(3H)-one). Run in polyphosphoric acid. The reactants are COC1=C2CCCC(C2=CC=C1)=O (5-methoxy-3,4-dihydronaphthalen-1(2H)-one), [N-]=[N+]=[N-].[Na+] (sodium azide), ice water. Run at time 16 hour. Reactants: COCOc1nn(-c2ccccc2)cc1C=Cc1nc(N2CCN(C(=O)OC(C)(C)C)CC2)sc1C, CO, Cl. Product: Cc1sc(N2CCN(C(=O)OC(C)(C)C)CC2)nc1C=Cc1cn(-c2ccccc2)nc1O. As a reaction SMILES: [CH3:1][O:2][CH2:3][O:4][c:5]1[n:6][n:7](-[c:31]2[cH:32][cH:33][cH:34][cH:35][cH:36]2)[cH:8][c:9]1[CH:10]=[CH:11][c:12]1[n:13][c:14]([N:18]2[CH2:19][CH2:20][N:21]([C:24](=[O:25])[O:26][C:27]([CH3:28])([CH3:29])[CH3:30])[CH2:22][CH2:23]2)[s:15][c:16]1[CH3:17].[CH3:38][OH:39].[ClH:37]>>[OH:4][c:5]1[n:6][n:7](-[c:31]2[cH:32][cH:33][cH:34][cH:35][cH:36]2)[cH:8][c:9]1[CH:10]=[CH:11][c:12]1[n:13][c:14]([N:18]2[CH2:19][CH2:20][N:21]([C:24](=[O:25])[O:26][C:27]([CH3:28])([CH3:29])[CH3:30])[CH2:22][CH2:23]2)[s:15][c:16]1[CH3:17]. Starting materials: CCOC(=O)C1=CN=C(O1)N, C1=CN=C(C=C1C#N)Cl. Reagents/catalysts: C(=O)([O-])[O-].[Cs+].[Cs+], CC1(C2=C(C(=CC=C2)P(C3=CC=CC=C3)C4=CC=CC=C4)OC5=C1C=CC=C5P(C6=CC=CC=C6)C7=CC=CC=C7)C, C1=CC=C(C=C1)/C=C/C(=O)/C=C/C2=CC=CC=C2.C1=CC=C(C=C1)/C=C/C(=O)/C=C/C2=CC=CC=C2.C1=CC=C(C=C1)/C=C/C(=O)/C=C/C2=CC=CC=C2.[Pd].[Pd]. Solvent: C1COCCO1. Run at temperature 160 celsius. The product is CCOC(=O)C1=CN=C(O1)NC2=NC=CC(=C2)C#N. Isolated yield 60.1%. Procedure: Objective: To test substrate scope in 5-ester substituted 2-aminooxazole coupling.  TRIS(DIBENZYLIDENEACETONE)DIPALLADIUM(0) (22.87 mg, 0.02 mmol), (9,9-dimethyl-9H-xanthene-4,5-diyl)bis(diphenylphosphine) (43.4 mg, 0.075 mmol), cesium carbonate (651 mg, 2.00 mmol), ethyl 2-aminooxazole-5-carboxylate (156 mg, 1.00 mmol) and 2-chloroisonicotinonitrile (138 mg, 1.00 mmol) were placed in an oven dried microwave vial. The vial was then capped and placed under an inert atmosphere. Dioxane (4 mL) was ... Reaction SMILES: [Br:3][CH2:4][CH2:5][CH:6]([CH2:7][CH2:8][CH2:9][CH:10]([CH3:11])[CH3:12])[CH3:13].[I:2].[Mg:1].[O:39]1[CH2:40][CH2:41][CH2:42][CH2:43]1.[S:34](=[O:35])(=[O:36])([OH:37])[OH:38].[c:14]1([CH3:15])[cH:16][cH:17][c:18]([S:19]([O:20][CH2:24][CH:25]([CH2:26][O:27][C:28]([CH3:29])([CH3:30])[CH3:31])[CH3:32])(=[O:21])=[O:22])[cH:23][cH:33]1>>[CH2:4]([CH2:5][CH:6]([CH2:7][CH2:8][CH2:9][CH:10]([CH3:11])[CH3:12])[CH3:13])[CH2:24][CH:25]([CH2:26][O:27][C:28]([CH3:29])([CH3:30])[CH3:31])[CH3:32]. Yields the product CC(C)CCCC(C)CCCC(C)COC(C)(C)C. Starting materials: CC(C)CCCC(C)CCBr, I, [Mg], C1CCOC1, O=S(=O)(O)O, Cc1ccc(S(=O)(=O)OCC(C)COC(C)(C)C)cc1. Reactants: C(C)[O-].[Na+] (sodium ethanolate), NC=1NCCCN1 (1,4,5,6-tetrahydro-2-aminopyrimidine), C(C)OC(CCCN1C=CC2=C1N=C(N=C2NC[C@@H](C(=O)OC(C)(C)C)NC(=O)OCC2=CC=CC=C2)C)=O (4-[4-((2S)-2-benzyloxycarbonylamino-2-tert-butoxycarbonyl-ethylamino)-2-methyl-pyrrolo[2,3-d]pyrimidin-7-yl]-butyric acid ethyl ester). The solvent is C1CCOC1 (THF). Conditions: time 6 hour. Product: C(C1=CC=CC=C1)OC(=O)N[C@H](C(=O)O)CNC=1C2=C(N=C(N1)C)N(C=C2)CCCC(NC=2NCCCN2)=O ((2S)-2-Benzyloxycarbonylamino-3-{2-methyl-7-[3-(1,4,5,6-tetrahydro-pyrimidin-2-ylcarbamoyl)-propyl]-7H-pyrrolo[2,3-d]pyrimidin-4-ylamino}-propionic acid). Reaction SMILES: C([O:3][C:4](=O)[CH2:5][CH2:6][CH2:7][N:8]1[C:12]2[N:13]=[C:14]([CH3:38])[N:15]=[C:16]([NH:17][CH2:18][C@H:19]([NH:27][C:28]([O:30][CH2:31][C:32]3[CH:37]=[CH:36][CH:35]=[CH:34][CH:33]=3)=[O:29])[C:20]([O:22]C(C)(C)C)=[O:21])[C:11]=2[CH:10]=[CH:9]1)C.C([O-])C.[Na+].[NH2:44][C:45]1[NH:46][CH2:47][CH2:48][CH2:49][N:50]=1>C1COCC1>[CH2:31]([O:30][C:28]([NH:27][C@@H:19]([CH2:18][NH:17][C:16]1[C:11]2[CH:10]=[CH:9][N:8]([CH2:7][CH2:6][CH2:5][C:4](=[O:3])[NH:44][C:45]3[NH:50][CH2:49][CH2:48][CH2:47][N:46]=3)[C:12]=2[N:13]=[C:14]([CH3:38])[N:15]=1)[C:20]([OH:22])=[O:21])=[O:29])[C:32]1[CH:37]=[CH:36][CH:35]=[CH:34][CH:33]=1 |f:1.2|. Procedure: To a solution of 300 mg (0.5 mmol) of 4-[4-((2S)-2-benzyloxycarbonylamino-2-tert-butoxycarbonyl-ethylamino)-2-methyl-pyrrolo[2,3-d]pyrimidin-7-yl]-butyric acid ethyl ester (example 2b) in 5 ml of absol. THF were added 124 mg (1.82 mmol) of sodium ethanolate and 155 mg (1.56 mmol) of 1,4,5,6-tetrahydro-2-aminopyrimidine and the solution was stirred at room temperature for 6 hours. The mixture was brought to pH 7.0 and the solvent was removed in vacuo. The residue was chromatographed on silica gel... Reactants: Cl (hydrochloric acid), COC(C1=CC(=C(C=C1)OC)OCCC1=C(C=C(C=C1)Cl)Cl)=O (3-[2-(2,4-Dichlorophenyl)-ethoxy]-4-methoxy-benzoic acid methyl ester), O.[OH-].[Li+] (lithium hydroxide monohydrate), O (water). Solvent: CO (MeOH). Run at time 16 hour. Yields the product ClC1=C(C=CC(=C1)Cl)CCOC=1C=C(C(=O)O)C=CC1OC (3-[2-(2,4-Dichlorophenyl)-ethoxy]-4-methoxy-benzoic acid). As a reaction SMILES: C[O:2][C:3](=[O:23])[C:4]1[CH:9]=[CH:8][C:7]([O:10][CH3:11])=[C:6]([O:12][CH2:13][CH2:14][C:15]2[CH:20]=[CH:19][C:18]([Cl:21])=[CH:17][C:16]=2[Cl:22])[CH:5]=1.O.O.[OH-].[Li+].Cl>CO>[Cl:22][C:16]1[CH:17]=[C:18]([Cl:21])[CH:19]=[CH:20][C:15]=1[CH2:14][CH2:13][O:12][C:6]1[CH:5]=[C:4]([CH:9]=[CH:8][C:7]=1[O:10][CH3:11])[C:3]([OH:23])=[O:2] |f:2.3.4|. Procedure: 17 g of 3-[2-(2,4-Dichlorophenyl)-ethoxy]-4-methoxy-benzoic acid methyl ester were dissolved in 200 ml of MeOH:water/3:1. 4.1 g of lithium hydroxide monohydrate was added to the solution, and the reaction was stirred at RT for 16 h then at 90° C. for 2 h. The solution was cooled to RT, then acidified with half-concentrated hydrochloric acid. The solvents were removed under reduced pressure and the residue was washed twice with warm water to remove salts. The so obtained acid was used for the sub...